Dataset: the Open Reaction Database (ORD), a public repository of structured organic reaction records. Task: describe an organic reaction: reactants, conditions, products, and yield Reactants: N (ammonia), N (ammonia), [N+](=O)([O-])C=1C=C(C=C(C1)C(=O)OC)C(=O)[O-] (5-nitro-1,3-benzenedicarboxylic acid, 1-methyl ester), [OH-].[NH4+] (ammonium hydroxide). Run in O (water). Product: ammonium salt, NC(=O)C=1C=C(C(=O)O)C=C(C1)[N+](=O)[O-] (3-(aminocarbonyl)-5-nitrobenzoic acid). RXN SMILES: [N+:1]([C:4]1[CH:5]=[C:6]([C:14]([O-:16])=O)[CH:7]=[C:8]([C:10]([O:12]C)=[O:11])[CH:9]=1)([O-:3])=[O:2].[OH-].[NH4+:18].N>O>[NH2:18][C:14]([C:6]1[CH:7]=[C:8]([CH:9]=[C:4]([N+:1]([O-:3])=[O:2])[CH:5]=1)[C:10]([OH:12])=[O:11])=[O:16] |f:1.2|. Procedure details: The ammonium salt of 3-(aminocarbonyl)-5-nitrobenzoic acid (Compound I or C-I) is prepared from 5-nitro-1,3-benzenedicarboxylic acid, 1-methyl ester (“MME”) with ammonium hydroxide. The reaction is preferably carried out in an aqueous solvent, e.g., ammonia in water, and at elevated temperatures. Preferably, the reaction mixture contains a molar excess of ammonia relative to MME. In one embodiment, the product, C-I, is obtained as a solid, centrifuged or filtered, washed with cold aqueous ammoni... The reactants are NC=1SC(=NN1)S (2-Amino-5-mercapto-1,3,4-thiadiazole), C(C1=CC=CC=C1)Br (benzyl bromide), [OH-].[K+] (potassium hydroxide). Solvent: CO (methanol). Product: NC=1SC(=NN1)SCC1=CC=CC=C1 (2-amino-5-benzylthio-1,3,4-thiadiazole). Yield: 71.6%. As a reaction SMILES: [NH2:1][C:2]1[S:3][C:4]([SH:7])=[N:5][N:6]=1.[CH2:8](Br)[C:9]1[CH:14]=[CH:13][CH:12]=[CH:11][CH:10]=1.[OH-].[K+]>CO>[NH2:1][C:2]1[S:3][C:4]([S:7][CH2:8][C:9]2[CH:14]=[CH:13][CH:12]=[CH:11][CH:10]=2)=[N:5][N:6]=1 |f:2.3|. Reported procedure: 2-Amino-5-mercapto-1,3,4-thiadiazole (2.0 g), benzyl bromide (2.6 g), and potassium hydroxide (0.8 g) were stirred in methanol (50 ml) overnight at room temperature. The reaction mixture was concentrated under a vacuum. The residue, with water added thereto, was extracted with ethyl acetate. The extract was dried over sodium sulfate anhydride, and then concentrated under a vacuum. The resulting solid was recrystallized from n-hexane/ethanol, thereby yielding 2.4 g of the aimed compound. Starting materials: FC(C1CO1)(F)F (1,1,1-trifluoroepoxypropane), C(CCC)[Li] (n-butyl lithium), C(C)OCC (diethyl ether), FC1=C(C=CC(=C1)OC)C=NC1=C2C=CC(NC2=CC=C1)=O (5-{[1-(2-fluoro-4-methoxyphenyl)-methylidene]amino}-1H-quinolin-2-one). Solvent: C1CCOC1 (THF), CCCCCC (hexane), CCCCCC (hexane), C1CCOC1 (THF). Conditions: temperature -10 celsius. Product: FC1=C(C=CC(=C1)OC)C(C1(OC1)C(F)(F)F)NC1=C2C=CC(NC2=CC=C1)=O (5-{[(2-Fluoro-4-methoxyphenyl)(2-trifluoromethyl-oxiranyl)methyl]amino}-1H-quinolin-2-one). Yield: 8.7%. Reaction SMILES: [F:1][C:2]([F:7])([F:6])[CH:3]1[O:5][CH2:4]1.C([Li])CCC.[F:13][C:14]1[CH:19]=[C:18]([O:20][CH3:21])[CH:17]=[CH:16][C:15]=1[CH:22]=[N:23][C:24]1[CH:33]=[CH:32][CH:31]=[C:30]2[C:25]=1[CH:26]=[CH:27][C:28](=[O:34])[NH:29]2.C(OCC)C>C1COCC1.CCCCCC>[F:13][C:14]1[CH:19]=[C:18]([O:20][CH3:21])[CH:17]=[CH:16][C:15]=1[CH:22]([NH:23][C:24]1[CH:33]=[CH:32][CH:31]=[C:30]2[C:25]=1[CH:26]=[CH:27][C:28](=[O:34])[NH:29]2)[C:3]1([C:2]([F:7])([F:6])[F:1])[CH2:4][O:5]1. Procedure: To 600 mg (3.9 mmol) 5-Amino-7-fluoro-1H-quinolin-2-one and 624 mg (3.9 mmol) 2-fluoro-4-methoxybenzaldehyde in 12 ml toluene are added 18 μl acetic acid and 2 g molecular sieve. The mixture is heated over 25 hours under reflux and filtrated through a path of cellites after cooling. The solvent is evaporated and the residue is two times azeotrophed with small portions of toluene to obtain 5-{[1-(2-fluoro-4-methoxyphenyl)-methylidene]amino}-1H-quinolin-2-one are quantitatively. 0.81 ml (11.6 mmol... The reactants are FC(C=1C=C(C=CC1)S(=O)(=O)NC=1C=C(C(=O)NC2=CC=C(C(=O)O)C=C2)C=CC1)(F)F (4-[3-(3-Trifluoromethyl-benzenesulfonylamino)-benzoylamino]-benzoic acid), FC(C=1C=C(C=CC1)S(=O)(=O)Cl)(F)F (3-trifluoromethyl-benzenesulfonyl chloride). As a reaction SMILES: [F:1][C:2]([F:32])([F:31])[C:3]1[CH:4]=[C:5]([S:9]([NH:12][C:13]2[CH:14]=[C:15]([CH:28]=[CH:29][CH:30]=2)[C:16]([NH:18][C:19]2[CH:27]=[CH:26][C:22]([C:23]([OH:25])=[O:24])=[CH:21][CH:20]=2)=[O:17])(=[O:11])=[O:10])[CH:6]=[CH:7][CH:8]=1.F[C:34](F)(F)[C:35]1C=C(S(Cl)(=O)=O)C=CC=1>>[CH2:34]([O:24][C:23](=[O:25])[C:22]1[CH:26]=[CH:27][C:19]([NH:18][C:16](=[O:17])[C:15]2[CH:28]=[CH:29][CH:30]=[C:13]([NH:12][S:9]([C:5]3[CH:6]=[CH:7][CH:8]=[C:3]([C:2]([F:1])([F:31])[F:32])[CH:4]=3)(=[O:10])=[O:11])[CH:14]=2)=[CH:20][CH:21]=1)[CH3:35]. Product: C(C)OC(C1=CC=C(C=C1)NC(C1=CC(=CC=C1)NS(=O)(=O)C1=CC(=CC=C1)C(F)(F)F)=O)=O (4-[3-(3-trifluoromethyl-benzenesulfonylamino)-benzoylamino]-benzoic acid ethyl ester). Procedure: 4-[3-(3-Trifluoromethyl-benzenesulfonylamino)-benzoylamino]-benzoic acid, MS (ISP): m/e=463.3 (M−H), was prepared in analogy to example 1, steps A to D. Step C was performed using 3-trifluoromethyl-benzenesulfonyl chloride and yielded 4-[3-(3-trifluoromethyl-benzenesulfonylamino)-benzoylamino]-benzoic acid ethyl ester, which was hydrolyzed in step D. As a reaction SMILES: [C:30]([O:31][CH2:32][CH3:33])(=[O:34])[CH3:35].[CH3:1][C:2]([CH2:3][C:4]1([C:7]([F:8])([F:9])[F:10])[O:5][CH2:6]1)([CH3:11])[c:12]1[cH:13][cH:14][cH:15][cH:16][cH:17]1.[CH3:36][CH2:37][CH2:38][CH2:39][CH2:40][CH3:41].[NH2:18][c:19]1[c:20]2[cH:21][cH:22][c:23]([CH3:29])[n:24][c:25]2[cH:26][cH:27][cH:28]1>>[CH3:1][C:2]([CH2:3][C:4]([OH:5])([CH2:6][NH:18][c:19]1[c:20]2[cH:21][cH:22][c:23]([CH3:29])[n:24][c:25]2[cH:26][cH:27][cH:28]1)[C:7]([F:8])([F:9])[F:10])([CH3:11])[c:12]1[cH:13][cH:14][cH:15][cH:16][cH:17]1. Product: Cc1ccc2c(NCC(O)(CC(C)(C)c3ccccc3)C(F)(F)F)cccc2n1. Starting materials: CCOC(C)=O, CC(C)(CC1(C(F)(F)F)CO1)c1ccccc1, CCCCCC, Cc1ccc2c(N)cccc2n1. Reactants: BrC=1C=C(C=CC1)C1=CC2=C(NC(OC2(C)C)=O)C=C1 (6-(3-bromo-phenyl)-4,4-dimethyl-1,4-dihydro-benzo[d][1,3]oxazin-2-one), C[Si](C)(C)C#C (trimethylsilylacetylene), cuprous. The reagents and catalysts are C=1C=CC(=CC1)[P](C=2C=CC=CC2)(C=3C=CC=CC3)[Pd]([P](C=4C=CC=CC4)(C=5C=CC=CC5)C=6C=CC=CC6)([P](C=7C=CC=CC7)(C=8C=CC=CC8)C=9C=CC=CC9)[P](C=1C=CC=CC1)(C=1C=CC=CC1)C=1C=CC=CC1 (tetrakis(triphenylphosphine)palladium). The solvent is C(C)N(CC)CC (triethyl amine). Conditions: temperature 80 celsius. Product: CC1(C2=C(NC(O1)=O)C=CC(=C2)C2=CC(=CC=C2)C#C[Si](C)(C)C)C (4,4-Dimethyl-6-(3-trimethylsilanylethynyl-phenyl)-1,4-dihydro-benzo[d][1,3]oxazin-2-one). Yield: 91.8%. As a reaction SMILES: Br[C:2]1[CH:3]=[C:4]([C:8]2[CH:20]=[CH:19][C:11]3[NH:12][C:13](=[O:18])[O:14][C:15]([CH3:17])([CH3:16])[C:10]=3[CH:9]=2)[CH:5]=[CH:6][CH:7]=1.[CH3:21][Si:22]([C:25]#[CH:26])([CH3:24])[CH3:23]>C(N(CC)CC)C.C1C=CC([P]([Pd]([P](C2C=CC=CC=2)(C2C=CC=CC=2)C2C=CC=CC=2)([P](C2C=CC=CC=2)(C2C=CC=CC=2)C2C=CC=CC=2)[P](C2C=CC=CC=2)(C2C=CC=CC=2)C2C=CC=CC=2)(C2C=CC=CC=2)C2C=CC=CC=2)=CC=1>[CH3:16][C:15]1([CH3:17])[O:14][C:13](=[O:18])[NH:12][C:11]2[CH:19]=[CH:20][C:8]([C:4]3[CH:5]=[CH:6][CH:7]=[C:2]([C:26]#[C:25][Si:22]([CH3:24])([CH3:23])[CH3:21])[CH:3]=3)=[CH:9][C:10]1=2 |^1:37,39,58,77|. Reported procedure: A mixture of 6-(3-bromo-phenyl)-4,4-dimethyl-1,4-dihydro-benzo[d][1,3]oxazin-2-one (0.8 g, 2.4 mmol), trimethylsilylacetylene (1 g, 10 mmol), tetrakis(triphenylphosphine)palladium (0) (0.17 g, 0.24 mmol), and cuprous (I) iodide (0.05 g, 0.28 mmol) in triethyl amine (20 mL) was heated under nitrogen at 80° C. for 3 hours. The reaction mixture was cooled to rt and the solvent was removed. The residue was taken up in ethyl acetate (50 mL) and washed with 1N aqueous HCl (3×20 mL) and brine (20 mL). ...